This data is from the Open Reaction Database (ORD), a public repository of structured organic reaction records. The task is: describe an organic reaction: reactants, conditions, products, and yield Starting materials: CC1=CC=NC=C1C(=O)O (4-methylnicotinic acid), C(C)O (ethanol), S(O)(O)(=O)=O (sulfuric acid), solvent. Product: C(C)OC(C1=CN=CC=C1C)=O (ethyl-4-methylnicotinoate). RXN SMILES: [CH3:1][C:2]1[C:7]([C:8]([OH:10])=[O:9])=[CH:6][N:5]=[CH:4][CH:3]=1.S(=O)(=O)(O)O.[CH2:16](O)[CH3:17]>>[CH2:16]([O:9][C:8](=[O:10])[C:7]1[C:2]([CH3:1])=[CH:3][CH:4]=[N:5][CH:6]=1)[CH3:17]. Procedure details: To a flask containing 4-methylnicotinic acid 1.5 hydrochloride (9.6 g, 55.3 mmol), dissolved in dry absolute ethanol (120 mL) was added concentrated sulfuric acid (6 mL) via drop-wise addition. The material was heated to reflux temperature and stirred over night. The flask was cooled to ambient and about 85% of the solvent was removed on the rotovap. Ethyl acetate (40 mL) was added and the material was basified via drop-wise addition of an aqueous saturated sodium bicarbonate solution. Ethyl ace... Starting materials: CCCC[N+](CCCC)(CCCC)CCCC, C1CCOC1, Cc1cc(C(=O)C(C)c2ccccc2)ccn1, [F-], C[Si](C)(C)C(F)(F)F, O, O, O. Yields the product Cc1cc(C(O)(C(C)c2ccccc2)C(F)(F)F)ccn1. Reaction SMILES: [CH2:30]([N+:31]([CH2:32][CH2:33][CH2:34][CH3:35])([CH2:36][CH2:37][CH2:38][CH3:39])[CH2:40][CH2:41][CH2:42][CH3:43])[CH2:44][CH2:45][CH3:46].[CH2:47]1[O:48][CH2:49][CH2:50][CH2:51]1.[CH3:9][c:10]1[n:11][cH:12][cH:13][c:14]([C:16]([CH:17]([CH3:18])[c:19]2[cH:20][cH:21][cH:22][cH:23][cH:24]2)=[O:25])[cH:15]1.[F-:29].[F:1][C:2]([F:3])([F:4])[Si:5]([CH3:6])([CH3:7])[CH3:8].[OH2:26].[OH2:27].[OH2:28]>>[F:1][C:2]([F:3])([F:4])[C:16]([c:14]1[cH:13][cH:12][n:11][c:10]([CH3:9])[cH:15]1)([CH:17]([CH3:18])[c:19]1[cH:20][cH:21][cH:22][cH:23][cH:24]1)[OH:25]. Starting materials: COc1ccc(CN)cc1C#N, C1CCC2=NCCCN2CC1, CN1CCCC1=O, N#Cc1ccc2c(Cl)nnc(Cl)c2c1. Yields the product COc1ccc(CNc2nnc(Cl)c3ccc(C#N)cc23)cc1C#N. As a reaction SMILES: [C:15](#[N:16])[c:17]1[cH:18][c:19]([CH2:20][NH2:21])[cH:22][cH:23][c:24]1[O:25][CH3:26].[CH2:27]1[CH2:28][CH2:29][C:30]2=[N:35][CH2:34][CH2:33][CH2:32][N:31]2[CH2:36][CH2:37]1.[CH3:38][N:39]1[CH2:40][CH2:41][CH2:42][C:43]1=[O:44].[Cl:1][c:2]1[n:3][n:4][c:5]([Cl:14])[c:6]2[cH:7][c:8]([C:12]#[N:13])[cH:9][cH:10][c:11]12>>[Cl:1][c:2]1[n:3][n:4][c:5]([NH:21][CH2:20][c:19]2[cH:18][c:17]([C:15]#[N:16])[c:24]([O:25][CH3:26])[cH:23][cH:22]2)[c:6]2[cH:7][c:8]([C:12]#[N:13])[cH:9][cH:10][c:11]12. The reactants are ClC1=CC=C(C=C1)S(=O)(=O)Cl (4-chlorobenzensulfonyl chloride), TEA, Cl.COC([C@@H](N)CO)=O (L-serine-methyl ester hydrochloride). Run in C(Cl)Cl (CH2Cl2). Conditions: time 10 minute. The product is ClC1=CC=C(C=C1)S(=O)(=O)N[C@H](C(=O)OC)CO (methyl (2S)-2-[(4-chlorophenyl)sulfonylamino]-3-hydroxy-propanoate). Isolated yield 91.0%. As a reaction SMILES: Cl.[CH3:2][O:3][C:4](=[O:9])[C@H:5]([CH2:7][OH:8])[NH2:6].[Cl:10][C:11]1[CH:16]=[CH:15][C:14]([S:17](Cl)(=[O:19])=[O:18])=[CH:13][CH:12]=1>C(Cl)Cl>[Cl:10][C:11]1[CH:16]=[CH:15][C:14]([S:17]([NH:6][C@@H:5]([CH2:7][OH:8])[C:4]([O:3][CH3:2])=[O:9])(=[O:19])=[O:18])=[CH:13][CH:12]=1 |f:0.1|. Reported procedure: A suspension of L-serine-methyl ester hydrochloride (5 g, 32.13 mmol) in CH2Cl2 (100 mL) was added with TEA (1.1 mol eq, 4.9 mL) and the mixture was stirred at r.t. for 10 minutes. Then 4-chlorobenzensulfonyl chloride (1 mol eq, 6.81 g) and additional TEA (1.1 mol eq) were added and the solution hated at 50° C. for 5 h. The solvent was removed under reduced pressure, water was added to the residue (100 mL) and the aqueous phase extracted with EtOAc (3×40 mL). The combined organic phases were dri... The reactants are [Br-], O=C1CCc2ccccc2C1, O, [Mg+]c1ccccc1. Yields the product OC1(c2ccccc2)CCc2ccccc2C1. As a reaction SMILES: [Br-:12].[CH2:1]1[C:2](=[O:11])[CH2:3][CH2:4][c:5]2[cH:6][cH:7][cH:8][cH:9][c:10]21.[OH2:20].[c:13]1([Mg+:19])[cH:14][cH:15][cH:16][cH:17][cH:18]1>>[CH2:1]1[C:2]([OH:11])([c:13]2[cH:14][cH:15][cH:16][cH:17][cH:18]2)[CH2:3][CH2:4][c:5]2[cH:6][cH:7][cH:8][cH:9][c:10]21. Starting materials: N1C[C@H](CCC1)NC(OC(C)(C)C)=O (tert-butyl N-[(3S)-3-piperidyl]carbamate), BrC1=CC=C(C(=N1)F)C (6-bromo-2-fluoro-3-methyl-pyridine), CC1=CN=CC(=N1)C1=CC2=C(C=N1)C=NN2 (6-(6-methylpyrazin-2-yl)-1H-pyrazolo[4,3-c]pyridine). The product is CC=1C(=NC(=CC1)N1N=CC=2C=NC(=CC21)C2=NC(=CN=C2)C)N2C[C@H](CCC2)N ((S)-1-(3-methyl-6-(6-(6-methylpyrazin-2-yl)-1H-pyrazolo[4,3-c]pyridin-1-yl)pyridin-2-yl)piperidin-3-amine). The yield is 4.5%. Reaction SMILES: [NH:1]1[CH2:6][CH2:5][CH2:4][C@H:3]([NH:7]C(=O)OC(C)(C)C)[CH2:2]1.Br[C:16]1[N:21]=[C:20](F)[C:19]([CH3:23])=[CH:18][CH:17]=1.[CH3:24][C:25]1[N:30]=[C:29]([C:31]2[N:36]=[CH:35][C:34]3[CH:37]=[N:38][NH:39][C:33]=3[CH:32]=2)[CH:28]=[N:27][CH:26]=1>>[CH3:23][C:19]1[C:20]([N:1]2[CH2:6][CH2:5][CH2:4][C@H:3]([NH2:7])[CH2:2]2)=[N:21][C:16]([N:39]2[C:33]3[CH:32]=[C:31]([C:29]4[CH:28]=[N:27][CH:26]=[C:25]([CH3:24])[N:30]=4)[N:36]=[CH:35][C:34]=3[CH:37]=[N:38]2)=[CH:17][CH:18]=1. Reported procedure: Following the procedures as described in EXAMPLE 86 and starting with tert-butyl N-[(3S)-3-piperidyl]carbamate, 6-bromo-2-fluoro-3-methyl-pyridine, and 6-(6-methylpyrazin-2-yl)-1H-pyrazolo[4,3-c]pyridine, 205 was obtained as an off-white solid (4.4 mg, 4.5%) over 3 steps. 1H NMR (400 MHz, DMSO) δ 9.75-9.70 (s, 1H), 9.48-9.44 (s, 1H), 9.33-9.29 (s, 1H), 8.68-8.61 (d, J=12.1 Hz, 2H), 8.38-8.15 (s, 1H), 7.78-7.74 (d, J=8.1 Hz, 1H), 7.59-7.55 (d, J=8.0 Hz, 1H), 2.90-2.84 (m, 1H), 2.67-2.63 (s, 3H), ...